From a dataset of the Open Reaction Database (ORD), a public repository of structured organic reaction records. describe an organic reaction: reactants, conditions, products, and yield Yield: 94.4%. Run at time 8 hour. Yields the product O1C(CCCC1)OCCCCOC(CCCCCCC\C=C/CCCCCCCC)=O ((Z)-9-octadecenoic acid 4-[(tetrahydro-2H-pyran-2-yl)oxy]butyl ester). Starting materials: O (water), C(CCCCCCC\C=C/CCCCCCCC)(=O)O (oleic acid), BrCCCCOC1OCCCC1 (2-(4-bromobutoxy)tetrahydro-2H-pyran), C([O-])([O-])=O.[Cs+].[Cs+] (cesium carbonate). RXN SMILES: [C:1]([OH:20])(=[O:19])[CH2:2][CH2:3][CH2:4][CH2:5][CH2:6][CH2:7][CH2:8]/[CH:9]=[CH:10]\[CH2:11][CH2:12][CH2:13][CH2:14][CH2:15][CH2:16][CH2:17][CH3:18].Br[CH2:22][CH2:23][CH2:24][CH2:25][O:26][CH:27]1[CH2:32][CH2:31][CH2:30][CH2:29][O:28]1.C(=O)([O-])[O-].[Cs+].[Cs+].O>O1CCCC1>[O:28]1[CH2:29][CH2:30][CH2:31][CH2:32][CH:27]1[O:26][CH2:25][CH2:24][CH2:23][CH2:22][O:19][C:1](=[O:20])[CH2:2][CH2:3][CH2:4][CH2:5][CH2:6][CH2:7][CH2:8]/[CH:9]=[CH:10]\[CH2:11][CH2:12][CH2:13][CH2:14][CH2:15][CH2:16][CH2:17][CH3:18] |f:2.3.4|. Run in O1CCCC1 (tetrahydrofuran). Procedure details: To a stirring solution of 2.0 g (7.0 mmol) of oleic acid and 1.6 g (7.0 mmol) of 2-(4-bromobutoxy)tetrahydro-2H-pyran in 20 mL of tetrahydrofuran is added 2.3 g (7.1 mmol) of cesium carbonate and the reaction mixture is stirred overnight at room temperature. The reaction mixture is poured into water and extracted with three 100 mL portions of ether. The combined organic layers are dried over MgSO4 and concentrated in vacuo affording 2.9 g (100%) of (Z)-9-octadecenoic acid 4-[(tetrahydro-2H-pyran... The reactants are C(C)OC1=C(C=C(C=C1OC)I)OC (4-ethoxy-1-iodo-3,5-dimethoxybenzene), C(C)OC1=C(C=C(C=C1OC)B(O)O)OC (4-ethoxy-3,5-dimethoxyphenylboronic acid). Yields the product COCCOC1=C(C=C(C=C1OC)B(O)O)OC (4-(2-Methoxyethoxy)-3,5-dimethoxyphenylboronic acid), powder, IC1=CC(=C(C(=C1)OC)OCCOC)OC (1-iodo-3,5-dimethoxy-4-(2-methoxyethoxy)benzene). Isolated yield 54.0%. Reaction SMILES: [CH2:1]([O:3][C:4]1[C:9]([O:10][CH3:11])=[CH:8][C:7]([B:12]([OH:14])[OH:13])=[CH:6][C:5]=1[O:15][CH3:16])[CH3:2].[CH2:17]([O:19][C:20]1[C:25]([O:26][CH3:27])=[CH:24][C:23]([I:28])=[CH:22][C:21]=1[O:29][CH3:30])[CH3:18]>>[CH3:17][O:19][CH2:2][CH2:1][O:3][C:4]1[C:9]([O:10][CH3:11])=[CH:8][C:7]([B:12]([OH:13])[OH:14])=[CH:6][C:5]=1[O:15][CH3:16].[I:28][C:23]1[CH:22]=[C:21]([O:29][CH3:30])[C:20]([O:19][CH2:17][CH2:18][O:3][CH3:1])=[C:25]([O:26][CH3:27])[CH:24]=1. Procedure: Applying the synthetic procedure of 4-ethoxy-3,5-dimethoxyphenylboronic acid from 4-ethoxy-1-iodo-3,5-dimethoxybenzene in Reference Example 3, the title compound was obtained as a colorless amorphous powder (276.0 mg, yield: 54%) from 1-iodo-3,5-dimethoxy-4-(2-methoxyethoxy)benzene (673.0 mg, 2.00 mmol). The reactants are COc1cc(Cn2ccnc2C)ccc1[N+](=O)[O-], COc1cc(N2CCCC(C(=O)N3CCN(C)CC3)C2)ccc1N. Yields the product COc1cc(Cn2ccnc2C)ccc1N. RXN SMILES: [CH3:25][O:26][c:27]1[cH:28][c:29]([CH2:30][n:31]2[c:32]([CH3:36])[n:33][cH:34][cH:35]2)[cH:37][cH:38][c:39]1[N+:40]([O-:41])=[O:42].[NH2:1][c:2]1[cH:3][cH:4][c:5]([N:6]2[CH2:7][CH2:8][CH2:9][CH:10]([C:11]([N:12]3[CH2:13][CH2:14][N:15]([CH3:16])[CH2:17][CH2:18]3)=[O:19])[CH2:20]2)[cH:21][c:22]1[O:23][CH3:24]>>[CH3:25][O:26][c:27]1[cH:28][c:29]([CH2:30][n:31]2[c:32]([CH3:36])[n:33][cH:34][cH:35]2)[cH:37][cH:38][c:39]1[NH2:40]. Reaction SMILES: [Br:1][c:2]1[cH:3][c:4]([S:8][CH3:9])[cH:5][cH:6][cH:7]1.[CH3:21][CH2:22][O:23][C:24]([CH3:25])=[O:26].[OH2:27].[OH:10][O:11][C:12]([c:13]1[cH:14][c:15]([Cl:16])[cH:17][cH:18][cH:19]1)=[O:20]>>[Br:1][c:2]1[cH:3][c:4]([S:8]([CH3:9])=[O:10])[cH:5][cH:6][cH:7]1. Product: CS(=O)c1cccc(Br)c1. The reactants are CSc1cccc(Br)c1, CCOC(C)=O, O, O=C(OO)c1cccc(Cl)c1.